This data is from the Open Reaction Database (ORD), a public repository of structured organic reaction records. The task is: describe an organic reaction: reactants, conditions, products, and yield RXN SMILES: [Br:18][C:19](=[CH2:20])[C:21]([F:22])([F:23])[F:24].[C:25](=[O:26])([O-:27])[O-:28].[C:48]([O:49][CH3:50])([CH3:51])([CH3:52])[CH3:53].[CH2:37]([Li:38])[CH2:39][CH2:40][CH3:41].[CH3:11][O:12][B:13]([O:14][CH3:15])[O:16][CH3:17].[CH3:31][CH2:32][CH2:33][CH2:34][CH2:35][CH3:36].[Cl:1][c:2]1[cH:3][c:4]([I:10])[cH:5][c:6]([Cl:9])[c:7]1[F:8].[K+:29].[K+:30].[O:42]1[CH2:43][CH2:44][CH2:45][CH2:46]1.[OH2:47]>>[Cl:1][c:2]1[cH:3][c:4]([C:19](=[CH2:20])[C:21]([F:22])([F:23])[F:24])[cH:5][c:6]([Cl:9])[c:7]1[F:8]. The product is C=C(c1cc(Cl)c(F)c(Cl)c1)C(F)(F)F. The reactants are C=C(Br)C(F)(F)F, O=C([O-])[O-], COC(C)(C)C, [Li]CCCC, COB(OC)OC, CCCCCC, Fc1c(Cl)cc(I)cc1Cl, [K+], [K+], C1CCOC1, O. The reactants are ClC(=O)OC1=CC=CC=C1 (phenyl chloroformate), O (Water), CN1CCOCC1 (N-methylmorpholine), Cl.CC(CSC1=CC=CC=C1)NC([C@@H](N)C(C)C)=O (N1 -(1-methyl-2-phenylthioethyl)-L-valinamide hydrochloride). The solvent is C(Cl)Cl (methylene chloride). Yields the product CC(CSC1=CC=CC=C1)NC([C@@H](NC(=O)OC1=CC=CC=C1)C(C)C)=O (N1 -(1-methyl-2-phenylthioethyl)-N2 -phenoxycarbonyl-L-valinamide), crystal. Yield: 54.0%. As a reaction SMILES: CN1CCOCC1.Cl.[CH3:9][CH:10]([NH:19][C:20](=[O:26])[C@H:21]([CH:23]([CH3:25])[CH3:24])[NH2:22])[CH2:11][S:12][C:13]1[CH:18]=[CH:17][CH:16]=[CH:15][CH:14]=1.Cl[C:28]([O:30][C:31]1[CH:36]=[CH:35][CH:34]=[CH:33][CH:32]=1)=[O:29].O>C(Cl)Cl>[CH3:9][CH:10]([NH:19][C:20](=[O:26])[C@H:21]([CH:23]([CH3:25])[CH3:24])[NH:22][C:28]([O:30][C:31]1[CH:36]=[CH:35][CH:34]=[CH:33][CH:32]=1)=[O:29])[CH2:11][S:12][C:13]1[CH:18]=[CH:17][CH:16]=[CH:15][CH:14]=1 |f:1.2|. Reported procedure: 1.3 g of N-methylmorpholine was added to a suspension containing 3.0 g of N1 -(1-methyl-2-phenylthioethyl)-L-valinamide hydrochloride suspended in 80 ml of methylene chloride, at -15° C. After 1.9 g of phenyl chloroformate was added to the mixture at -15° C., the reaction mixture was allowed to sit and warm naturally to room temperature while being stirred, and was stirred for 15 hours at room temperature. Water was subsequently added to the reaction mixture. After the methylene chloride layer w... Starting materials: Cl (hydrochloric acid), C1(=CC=CC=C1)C(N1CC(C1)N1C(=C(C=C1)C1=CC=C(C=C1)F)C1=CC=NC=C1)C1=CC=CC=C1 (1-(1-diphenylmethylazetidin-3-yl)-3-(4-fluorophenyl)-2-(pyridin-4-yl)-1H-pyrrole). Reagents/catalysts: [OH-].[OH-].[Pd+2] (palladium hydroxide on carbon). The solvent is C(C)O (ethanol). Conditions: temperature 50 celsius, time 20 hour. Yields the product Cl.Cl.N1CC(C1)N1C(=C(C=C1)C1=CC=C(C=C1)F)C1=CC=NC=C1 (1-(Azetidin-3-yl)-3-(4-fluorophenyl)-2-(pyridin-4-yl)-1H-pyrrole dihydrochloride). Isolated yield 95.0%. Reaction SMILES: [ClH:1].C1(C(C2C=CC=CC=2)[N:9]2[CH2:12][CH:11]([N:13]3[CH:17]=[CH:16][C:15]([C:18]4[CH:23]=[CH:22][C:21]([F:24])=[CH:20][CH:19]=4)=[C:14]3[C:25]3[CH:30]=[CH:29][N:28]=[CH:27][CH:26]=3)[CH2:10]2)C=CC=CC=1>C(O)C.[OH-].[OH-].[Pd+2]>[ClH:1].[ClH:1].[NH:9]1[CH2:10][CH:11]([N:13]2[CH:17]=[CH:16][C:15]([C:18]3[CH:19]=[CH:20][C:21]([F:24])=[CH:22][CH:23]=3)=[C:14]2[C:25]2[CH:30]=[CH:29][N:28]=[CH:27][CH:26]=2)[CH2:12]1 |f:3.4.5,6.7.8|. Procedure details: 0.45 ml of concentrated hydrochloric acid and 0.12 g of 20% palladium hydroxide on carbon were added to a solution of 1.20 g (2.61 mmol) of 1-(1-diphenylmethylazetidin-3-yl)-3-(4-fluorophenyl)-2-(pyridin-4-yl)-1H-pyrrole [prepared as described in step 21(i) above] in 12 ml of ethanol. The resulting mixture was stirred under a hydrogen atomosphere at 50° C. for 20 hours. After cooling to room temperature, the reaction mixture was then filtered and the filtrate was concentrated by evaporaration un... The reactants are Cc1cccc(CO[Si](C)(C)C(C)(C)C)c1CO, CC(C)(C)OO, C=CCOP(OCC=C)N(C(C)C)C(C)C, c1nnn[nH]1. Product: C=CCOP(=O)(OCC=C)OCc1c(C)cccc1CO[Si](C)(C)C(C)(C)C. Reaction SMILES: [C:1]([CH3:2])([CH3:3])([CH3:4])[Si:5]([O:6][CH2:7][c:8]1[c:9]([CH2:10][OH:11])[c:12]([CH3:16])[cH:13][cH:14][cH:15]1)([CH3:17])[CH3:18].[C:40]([CH3:42])([CH3:43])([O:44][OH:41])[CH3:45].[CH2:24]([CH:25]=[CH2:26])[O:27][P:28]([N:29]([CH:30]([CH3:31])[CH3:32])[CH:33]([CH3:34])[CH3:35])[O:36][CH2:37][CH:38]=[CH2:39].[nH:19]1[cH:20][n:21][n:22][n:23]1>>[C:1]([CH3:2])([CH3:3])([CH3:4])[Si:5]([O:6][CH2:7][c:8]1[c:9]([CH2:10][O:11][P:28]([O:27][CH2:24][CH:25]=[CH2:26])([O:36][CH2:37][CH:38]=[CH2:39])=[O:44])[c:12]([CH3:16])[cH:13][cH:14][cH:15]1)([CH3:17])[CH3:18]. The reactants are CO, NN, O=C1NC(=O)c2c(CCCC3CNCCO3)cccc21. The product is NCCCC1CNCCO1. RXN SMILES: [CH3:23][OH:24].[NH2:1][NH2:2].[O:3]1[CH:4]([CH2:9][CH2:10][CH2:11][c:12]2[cH:13][cH:14][cH:15][c:16]3[c:21]2[C:19](=[O:20])[NH:18][C:17]3=[O:22])[CH2:5][NH:6][CH2:7][CH2:8]1>>[NH2:1][CH2:11][CH2:10][CH2:9][CH:4]1[O:3][CH2:8][CH2:7][NH:6][CH2:5]1. Starting materials: C(C)(=O)O[BH-](OC(C)=O)OC(C)=O.[Na+] (sodium triacetoxyborohydride), Cl.COC(=O)C=1C=2CCNCC2C=CC1 (1,2,3,4-tetrahydro-isoquinoline-5-carboxylic acid methyl ester hydrochloride), C(C)(C)(C)OC(N[C@@H](C)C1=CC=C(C=C1)C=O)=O ([(S)-1-(4-formyl-phenyl)-ethyl]-carbamic acid tert-butyl ester), CC(=O)O (AcOH). Solvent: C1CCOC1 (THF). Run at time 10 minute. Yields the product COC(=O)C=1C=2CCN(CC2C=CC1)CC1=CC=C(C=C1)[C@H](C)NC(=O)OC(C)(C)C (2-[4-((S)-1-tert-Butoxycarbonylamino-ethyl)-benzyl]-1,2,3,4-tetrahydro-isoquinoline-5-carboxylic acid methyl ester). As a reaction SMILES: Cl.[CH3:2][O:3][C:4]([C:6]1[C:7]2[CH2:8][CH2:9][NH:10][CH2:11][C:12]=2[CH:13]=[CH:14][CH:15]=1)=[O:5].[C:16]([O:20][C:21](=[O:33])[NH:22][C@H:23]([C:25]1[CH:30]=[CH:29][C:28]([CH:31]=O)=[CH:27][CH:26]=1)[CH3:24])([CH3:19])([CH3:18])[CH3:17].CC(O)=O.C(O[BH-](OC(=O)C)OC(=O)C)(=O)C.[Na+]>C1COCC1>[CH3:2][O:3][C:4]([C:6]1[C:7]2[CH2:8][CH2:9][N:10]([CH2:31][C:28]3[CH:27]=[CH:26][C:25]([C@@H:23]([NH:22][C:21]([O:20][C:16]([CH3:17])([CH3:19])[CH3:18])=[O:33])[CH3:24])=[CH:30][CH:29]=3)[CH2:11][C:12]=2[CH:13]=[CH:14][CH:15]=1)=[O:5] |f:0.1,4.5|. Reported procedure: To 600 mg (2.64 mmol) 1,2,3,4-tetrahydro-isoquinoline-5-carboxylic acid methyl ester hydrochloride and 657 mg (2.64 mmol) [(S)-1-(4-formyl-phenyl)-ethyl]-carbamic acid tert-butyl ester (example II) in 5 mL THF are added 452 μL (7.91 mmol) AcOH and the mixture is stirred at r.t. for 10 min. After that time, the resulting mixture is cooled to 0° C., 838 mg (3.95 mmol) sodium triacetoxyborohydride are added and the reaction mixture is stirred at r.t. for 2 h. The reaction is quenched by the additio... Starting materials: COC(=O)c1cc(C)c(-n2c(C)ccc2C)c(C)c1, CCO, CCOC(C)=O, Cl, [Na+], [OH-], O. The product is Cc1cc(C(=O)O)cc(C)c1-n1c(C)ccc1C. RXN SMILES: [CH3:1][c:2]1[n:3](-[c:8]2[c:9]([CH3:19])[cH:10][c:11]([C:12](=[O:13])[O:14][CH3:15])[cH:16][c:17]2[CH3:18])[c:4]([CH3:7])[cH:5][cH:6]1.[CH3:24][CH2:25][OH:26].[CH3:27][CH2:28][O:29][C:30](=[O:31])[CH3:32].[ClH:22].[Na+:21].[OH-:20].[OH2:23]>>[CH3:1][c:2]1[n:3](-[c:8]2[c:9]([CH3:19])[cH:10][c:11]([C:12](=[O:13])[OH:14])[cH:16][c:17]2[CH3:18])[c:4]([CH3:7])[cH:5][cH:6]1. Reactants: O(C1=CC=CC=C1)C1=CC=C(C=C1)NC1=CC(=NC=N1)NC1CN(CCC1)C(=O)OC(C)(C)C (tert-butyl 3-(6-(4-phenoxyphenylamino)pyrimidin-4-ylamino)piperidine-1-carboxylate), C(=O)(C(F)(F)F)O (CF3COOH). Solvent: C(Cl)Cl (CH2Cl2). Reaction conditions: time 30 minute. Yields the product O(C1=CC=CC=C1)C1=CC=C(C=C1)NC1=NC=NC(=C1)NC1CNCCC1 (N4-(4-phenoxyphenyl)-N6-(piperidin-3-yl)pyrimidine-4,6-diamine). Yield: 81.4%. As a reaction SMILES: [O:1]([C:8]1[CH:13]=[CH:12][C:11]([NH:14][C:15]2[N:20]=[CH:19][N:18]=[C:17]([NH:21][CH:22]3[CH2:27][CH2:26][CH2:25][N:24](C(OC(C)(C)C)=O)[CH2:23]3)[CH:16]=2)=[CH:10][CH:9]=1)[C:2]1[CH:7]=[CH:6][CH:5]=[CH:4][CH:3]=1.C(O)(C(F)(F)F)=O>C(Cl)Cl>[O:1]([C:8]1[CH:9]=[CH:10][C:11]([NH:14][C:15]2[CH:16]=[C:17]([NH:21][CH:22]3[CH2:27][CH2:26][CH2:25][NH:24][CH2:23]3)[N:18]=[CH:19][N:20]=2)=[CH:12][CH:13]=1)[C:2]1[CH:7]=[CH:6][CH:5]=[CH:4][CH:3]=1. Procedure: To a stirred solution of tert-butyl 3-(6-(4-phenoxyphenylamino)pyrimidin-4-ylamino)piperidine-1-carboxylate (110 mg, 0.238 mmol) in dry CH2Cl2 (1.0 mL) at 0° C. was added CF3COOH (0.5 mL, 5 vol) and the reaction mixture was kept at this temperature for 30 min. It was allowed to come to rt and to stir at this temperature for 3 h. The reaction mixture was concentrated under reduced pressure and the residue was quenched with water (2 mL), was basified with NaHCO3 solution, and was extracted with et... Reactants: C[Mg+].[Br-] (MeMgBr), ClC=1C=CC2=C(N3C(CO2)C(C(=N3)C(=O)N(C)OC)(C3=CC=CC=C3)CCCO)C1 (8-Chloro-3-(3-hydroxypropyl)-N-methoxy-N-methyl-3-phenyl-3a,4-dihydro-3H-pyrazolo[5,1-c][1,4]benzoxazine-2-carboxamide), C[Mg]Br (Methylmagnesium bromide). The solvent is C1CCOC1 (THF). Conditions: temperature -78 celsius. Product: EtOAc hexanes, ClC=1C=CC2=C(N3C(CO2)C(C(=N3)C(C)=O)(C3=CC=CC=C3)CCCO)C1 (1-[8-chloro-3-(3-hydroxypropyl)-3-phenyl-3a,4-dihydro-3H-pyrazolo[5,1-c][1,4]benzoxazin-2-yl]ethanone). Isolated yield 0.0%. Reaction SMILES: [Cl:1][C:2]1[CH:3]=[CH:4][C:5]2[O:10][CH2:9][CH:8]3[C:11]([CH2:26][CH2:27][CH2:28][OH:29])([C:20]4[CH:25]=[CH:24][CH:23]=[CH:22][CH:21]=4)[C:12]([C:14](N(OC)C)=[O:15])=[N:13][N:7]3[C:6]=2[CH:30]=1.[CH3:31][Mg]Br>C1COCC1>[Cl:1][C:2]1[CH:3]=[CH:4][C:5]2[O:10][CH2:9][CH:8]3[C:11]([CH2:26][CH2:27][CH2:28][OH:29])([C:20]4[CH:25]=[CH:24][CH:23]=[CH:22][CH:21]=4)[C:12]([C:14](=[O:15])[CH3:31])=[N:13][N:7]3[C:6]=2[CH:30]=1. Procedure: 8-Chloro-3-(3-hydroxypropyl)-N-methoxy-N-methyl-3-phenyl-3a,4-dihydro-3H-pyrazolo[5,1-c][1,4]benzoxazine-2-carboxamide (4-3; a racemic mixture, 37 mg, 86 μmol) was dissolved in anhydrous THF (1 mL) and cooled to −78° C. Methylmagnesium bromide (0.25 mL, 258 μmol) was added and the reaction stirred to 25° C. An additional portion of MeMgBr (0.16 mL, 165 mmol) was added and the reaction stirred 1 h. Upon completion the reaction was quenched by the addition of NH4CL (1 mL) and extracted with EtOAc ... As a reaction SMILES: [B:33]([Cl:34])([Cl:35])[Cl:36].[CH2:1]([c:2]1[cH:3][cH:4][cH:5][cH:6][cH:7]1)[O:8][CH2:9][C:10]1([CH2:16][O:17][C:18]([CH2:19][CH2:20][CH2:21][CH2:22][CH2:23][CH2:24][CH2:25][CH2:26][CH2:27][CH2:28][CH2:29][CH2:30][CH3:31])=[O:32])[CH2:11][CH2:12][C:13](=[O:15])[O:14]1.[Cl:37][CH2:38][Cl:39]>>[OH:8][CH2:9][C:10]1([CH2:16][O:17][C:18]([CH2:19][CH2:20][CH2:21][CH2:22][CH2:23][CH2:24][CH2:25][CH2:26][CH2:27][CH2:28][CH2:29][CH2:30][CH3:31])=[O:32])[CH2:11][CH2:12][C:13](=[O:15])[O:14]1. Reactants: ClB(Cl)Cl, CCCCCCCCCCCCCC(=O)OCC1(COCc2ccccc2)CCC(=O)O1, ClCCl. Product: CCCCCCCCCCCCCC(=O)OCC1(CO)CCC(=O)O1.